Dataset: the Open Reaction Database (ORD), a public repository of structured organic reaction records. Task: describe an organic reaction: reactants, conditions, products, and yield Starting materials: C(C)(=O)O[BH-](OC(C)=O)OC(C)=O.[Na+] (sodium triacetoxyborohydride), COC(C(CC)(CC)CN)=O (Methyl2-(aminomethyl)-2-ethyl-butanoate), COC(C(CC)(CC)CN)=O (Methyl2-(aminomethyl)-2-ethyl-butanoate), CC(=O)C (acetone). The solvent is CO (methanol). Reaction conditions: time 8 hour. Yields the product COC(C(CC)(CNC(C)C)CC)=O (methyl2-ethyl-2-[(propan-2-ylamino)methyl]butanoate). Isolated yield 52.7%. RXN SMILES: [CH3:1][O:2][C:3](=[O:11])[C:4]([CH2:9][NH2:10])([CH2:7][CH3:8])[CH2:5][CH3:6].[CH3:12][C:13]([CH3:15])=O.C(O[BH-](OC(=O)C)OC(=O)C)(=O)C.[Na+]>CO>[CH3:1][O:2][C:3](=[O:11])[C:4]([CH2:5][CH3:6])([CH2:9][NH:10][CH:13]([CH3:15])[CH3:12])[CH2:7][CH3:8] |f:2.3|. Procedure: Methyl2-(aminomethyl)-2-ethyl-butanoate (Intermediate 201; 8 g, 50 mmol) and acetone (4.35 g, 75 mmol) were added to methanol (230 mL) and stirred for 10 minutes before the rapid addition of sodium triacetoxyborohydride (15.9 g, 75 mmol). The reaction was stirred overnight before being evaporated to dryness. The residue was quenched with saturated K2CO3(aq) (100 mL), extracted with DCM (3×150 mL), dried and solvent evaporated to yield a dark liquids. Purification was achieved via distillation (6... Starting materials: CN(C)c1ccccc1Nc1cc(-c2ccccc2)ccc1C(=O)OC(C)(C)C, O=C(O)C(F)(F)F. Product: CN(C)c1ccccc1Nc1cc(-c2ccccc2)ccc1C(=O)O. Reaction SMILES: [CH3:8][N:9]([c:10]1[c:11]([NH:16][c:17]2[c:18]([C:19](=[O:20])[O:21][C:22]([CH3:23])([CH3:24])[CH3:25])[cH:26][cH:27][c:28](-[c:30]3[cH:31][cH:32][cH:33][cH:34][cH:35]3)[cH:29]2)[cH:12][cH:13][cH:14][cH:15]1)[CH3:36].[OH:1][C:2]([C:3]([F:4])([F:5])[F:6])=[O:7]>>[CH3:8][N:9]([c:10]1[c:11]([NH:16][c:17]2[c:18]([C:19](=[O:20])[OH:21])[cH:26][cH:27][c:28](-[c:30]3[cH:31][cH:32][cH:33][cH:34][cH:35]3)[cH:29]2)[cH:12][cH:13][cH:14][cH:15]1)[CH3:36]. Starting materials: NC1=C(C=C(C=C1[N+](=O)[O-])O)C (4-amino-3-methyl-5-nitrophenol), C(C1=CC=CC=C1)Br (benzylbromide), [OH-].[Na+] (NaOH), C([O-])([O-])=O.[K+].[K+] (potassium carbonate), C(C1=CC=CC=C1)Br (benzylbromide). Run in CN(C)C=O (DMF). Conditions: time 10 minute. Yields the product C(C1=CC=CC=C1)OC1=CC(=C(N)C(=C1)[N+](=O)[O-])C (4-(benzyloxy)-2-methyl-6-nitroaniline). As a reaction SMILES: [NH2:1][C:2]1[C:7]([N+:8]([O-:10])=[O:9])=[CH:6][C:5]([OH:11])=[CH:4][C:3]=1[CH3:12].C(=O)([O-])[O-].[K+].[K+].[CH2:19](Br)[C:20]1[CH:25]=[CH:24][CH:23]=[CH:22][CH:21]=1.[OH-].[Na+]>CN(C=O)C>[CH2:19]([O:11][C:5]1[CH:6]=[C:7]([N+:8]([O-:10])=[O:9])[C:2]([NH2:1])=[C:3]([CH3:12])[CH:4]=1)[C:20]1[CH:25]=[CH:24][CH:23]=[CH:22][CH:21]=1 |f:1.2.3,5.6|. Reported procedure: 0.84 g (5.00 mmol) 4-amino-3-methyl-5-nitrophenol was placed in 10 mL DMF, combined with 0.78 g (5.50 mmol) potassium carbonate and stirred for 10 min at RT. Then 0.65 mL (5.50 mmol) benzylbromide were added and the mixture was stirred for a further 30 min at RT and for 1 h at 60° C. Another 0.33 mL benzylbromide were added and the mixture was stirred for 1 h at 60° C. The reaction mixture was poured onto ice water, extracted with ethyl acetate and evaporated down i.vac. The residue was purified... Starting materials: tert-Butyl (2RS,4SR,5SR)-1-{2-[3-(3-(ethoxycarbomyl)phenyl)ureido]acetyl}-5-(2-fluorophenyl)-4-(morpholinocarbonyl)pyrrolidine-2-carboxylate, NCC(=O)N1C(CC(C1C1=C(C=CC=C1)F)C(=O)N1CCOCC1)C(=O)OC(C)(C)C (tert-butyl (2RS,4SR,5SR)-1-(2-aminoacetyl)-5-(2-fluorophenyl)-4-(morpholinocarbonyl)pyrrolidine-2-carboxylate), N(=C=O)C=1C=C(C(=O)OCC)C=CC1 (ethyl 3-isocyanatobenzoate). The solvent is O1CCCC1 (tetrahydrofuran). Product: C(C)OC(=O)C=1C=C(C=CC1)NC(NCC(=O)N1C(CC(C1C1=C(C=CC=C1)F)C(=O)N1CCOCC1)C(=O)OC(C)(C)C)=O (tert-butyl (2RS,4SR,5SR)-1-{2-[3-(3-(ethoxycarbonyl)phenyl)ureido]acetyl}-5-(2-fluorophenyl)-4-(morpholinocarbonyl)pyrrolidine-2-carboxylate). Isolated yield 61.3%. RXN SMILES: [NH2:1][CH2:2][C:3]([N:5]1[CH:9]([C:10]2[CH:15]=[CH:14][CH:13]=[CH:12][C:11]=2[F:16])[CH:8]([C:17]([N:19]2[CH2:24][CH2:23][O:22][CH2:21][CH2:20]2)=[O:18])[CH2:7][CH:6]1[C:25]([O:27][C:28]([CH3:31])([CH3:30])[CH3:29])=[O:26])=[O:4].[N:32]([C:35]1[CH:36]=[C:37]([CH:43]=[CH:44][CH:45]=1)[C:38]([O:40][CH2:41][CH3:42])=[O:39])=[C:33]=[O:34]>O1CCCC1>[CH2:41]([O:40][C:38]([C:37]1[CH:36]=[C:35]([NH:32][C:33](=[O:34])[NH:1][CH2:2][C:3]([N:5]2[CH:9]([C:10]3[CH:15]=[CH:14][CH:13]=[CH:12][C:11]=3[F:16])[CH:8]([C:17]([N:19]3[CH2:20][CH2:21][O:22][CH2:23][CH2:24]3)=[O:18])[CH2:7][CH:6]2[C:25]([O:27][C:28]([CH3:31])([CH3:30])[CH3:29])=[O:26])=[O:4])[CH:45]=[CH:44][CH:43]=1)=[O:39])[CH3:42]. Procedure: B tert-Butyl (2RS,4SR,5SR)-1-{2-[3-(3-(ethoxycarbomyl)phenyl)ureido]acetyl}-5-(2-fluorophenyl)-4-(morpholinocarbonyl)pyrrolidine-2-carboxylate can be prepared as described in Example 17B, but from 1.7 g of tert-butyl (2RS,4SR,5SR)-1-(2-aminoacetyl)-5-(2-fluorophenyl)-4-(morpholinocarbonyl)pyrrolidine-2-carboxylate and 0.75 g of ethyl 3-isocyanatobenzoate in 80 cm3 of tetrahydrofuran. After treatment, there are obtained 1.5 g of tert-butyl (2RS,4SR,5SR)-1-{2-[3-(3-(ethoxycarbonyl)phenyl)ureido]ac... Reactants: P(=O)(Cl)(Cl)Cl (Phosphorus oxychloride), CON=C(C(=O)O)C1(CBr)OCCO1 (2-methoxyimino-3,3-ethylenedioxy-4-bromobutyric acid), NC1[C@@H]2N(C(=CCS2)C(=O)O)C1=O (7-amino-3-cephem-4-carboxylic acid), C[Si](C)(C)CC(=O)N (trimethylsilylacetamide), Example 11 ( 1 ). Run in C(C)(=O)OCC (ethyl acetate), CN(C=O)C (N,N-dimethylformamide). Product: CON=C(C(=O)NC1[C@@H]2N(C(=CCS2)C(=O)O)C1=O)C1(CBr)OCCO1 (7-(2-methoxyimino-3,3-ethylenedioxy-4-bromobutyramido)-3-cephem-4-carboxylic acid). Yield: 100.0%. RXN SMILES: P(Cl)(Cl)(Cl)=O.[CH3:6][O:7][N:8]=[C:9]([C:13]1([O:19][CH2:18][CH2:17][O:16]1)[CH2:14][Br:15])[C:10]([OH:12])=O.[NH2:20][CH:21]1[C:31](=[O:32])[N:23]2[C:24]([C:28]([OH:30])=[O:29])=[CH:25][CH2:26][S:27][C@H:22]12.C[Si](CC(N)=O)(C)C>C(OCC)(=O)C.CN(C)C=O>[CH3:6][O:7][N:8]=[C:9]([C:13]1([O:19][CH2:18][CH2:17][O:16]1)[CH2:14][Br:15])[C:10]([NH:20][CH:21]1[C:31](=[O:32])[N:23]2[C:24]([C:28]([OH:30])=[O:29])=[CH:25][CH2:26][S:27][C@H:22]12)=[O:12]. Reported procedure: Phosphorus oxychloride (0.54 ml.), N,N-dimethylformamide (438 mg.), 2-methoxyimino-3,3-ethylenedioxy-4-bromobutyric acid (syn isomer, 1.6 g.), 7-amino-3-cephem-4-carboxylic acid (1 g.), trimethylsilylacetamide (3.3 g.) and dry ethyl acetate (21 ml.) were treated in a similar manner to that of Example 11 (1) to give 7-(2-methoxyimino-3,3-ethylenedioxy-4-bromobutyramido)-3-cephem-4-carboxylic acid (syn isomer, 2.25 g.). Yields the product COC(C(N1C(C(N=C(C2=C1C=CC(=C2)Br)C2=C(C=CC=C2)F)C)=S)C)=O (7-bromo-3,α-dimethyl-5-(o-fluorophenyl)-2,3-dihydro-2-thioxo-1H-1,4-benzodiazepin-1-acetic acid methyl ester). Reactants: COC(C(N1C(C(N=C(C2=C1C=CC(=C2)Br)C2=C(C=CC=C2)F)C)=O)C)=O (7-bromo-3,α-dimethyl-5-(o-fluorophenyl)-2,3-dihydro-2-oxo-1H-1,4-benzodiazepin-1-acetic acid methyl ester), P12(=S)SP3(=S)SP(=S)(S1)SP(=S)(S2)S3 (phosphorus pentasulfide), N1=CC=CC=C1 (pyridine). Reported procedure: A mixture of 0.01 mole of 7-bromo-3,α-dimethyl-5-(o-fluorophenyl)-2,3-dihydro-2-oxo-1H-1,4-benzodiazepin-1-acetic acid methyl ester, 0.0105 mole of phosphorus pentasulfide and 100 ml. of pyridine is heated under reflux for about 24 hours. The mixture is evaporated and the residue thus obtained is dissolved in methylene chloride-water. The organic layer is separated, washed with saturated sodium bicarbonate solution, dried over anhydrous magnesium sulfate and evaporated to remove the solvent. The... Solvent: C(Cl)Cl.O (methylene chloride water). Reaction SMILES: [CH3:1][O:2][C:3](=[O:27])[CH:4]([CH3:26])[N:5]1[C:11]2[CH:12]=[CH:13][C:14]([Br:16])=[CH:15][C:10]=2[C:9]([C:17]2[CH:22]=[CH:21][CH:20]=[CH:19][C:18]=2[F:23])=[N:8][CH:7]([CH3:24])[C:6]1=O.P12(SP3(SP(SP(S3)(S1)=S)(=S)S2)=S)=[S:29].N1C=CC=CC=1>C(Cl)Cl.O>[CH3:1][O:2][C:3](=[O:27])[CH:4]([CH3:26])[N:5]1[C:11]2[CH:12]=[CH:13][C:14]([Br:16])=[CH:15][C:10]=2[C:9]([C:17]2[CH:22]=[CH:21][CH:20]=[CH:19][C:18]=2[F:23])=[N:8][CH:7]([CH3:24])[C:6]1=[S:29] |f:3.4|. Starting materials: Cl.ClC1=CC=C(CN(N)C2=CC=C(C=C2)OC)C=C1 (1-(4-chlorobenzyl)-1-(4-methoxyphenyl)hydrazine hydrochloride), C(CC)(=O)O.CC1C(CCCC1)=O (methyl-2-cyclohexanone propionate). The product is ClC1=CC=C(CN2C3=CC=C(C=C3C=3CCCC(C23)CCC(=O)O)OC)C=C1 (3-[9-p-chlorobenzyl-6-methoxy-1,2,3,4-tetrahydrocarbazol-1-yl]-propanoic acid). RXN SMILES: Cl.[Cl:2][C:3]1[CH:19]=[CH:18][C:6]([CH2:7][N:8]([C:10]2[CH:15]=[CH:14][C:13]([O:16][CH3:17])=[CH:12][CH:11]=2)N)=[CH:5][CH:4]=1.[C:20]([OH:24])(=[O:23])[CH2:21][CH3:22].C[CH:26]1[CH2:31][CH2:30][CH2:29][CH2:28][C:27]1=O>>[Cl:2][C:3]1[CH:19]=[CH:18][C:6]([CH2:7][N:8]2[C:27]3[CH:28]([CH2:22][CH2:21][C:20]([OH:24])=[O:23])[CH2:29][CH2:30][CH2:31][C:26]=3[C:15]3[C:10]2=[CH:11][CH:12]=[C:13]([O:16][CH3:17])[CH:14]=3)=[CH:5][CH:4]=1 |f:0.1,2.3|. Procedure details: Following the procedure of Example 1, but using 1-(4-chlorobenzyl)-1-(4-methoxyphenyl)hydrazine hydrochloride and methyl-2-cyclohexanone propionate as starting materials, the title compound was prepared.